The task is: describe an organic reaction: reactants, conditions, products, and yield. This data is from the Open Reaction Database (ORD), a public repository of structured organic reaction records. Reactants: CC(C)(C)OC(=O)CBr, O=C([O-])[O-], CN(C)C1CCC(C(=O)Nc2c(C(=O)Nc3ccc(Cl)cn3)oc3cc(O)ccc23)CC1, CN(C)C=O, [Cs+], [Cs+], O. Yields the product CN(C)C1CCC(C(=O)Nc2c(C(=O)Nc3ccc(Cl)cn3)oc3cc(OCC(=O)OC(C)(C)C)ccc23)CC1. RXN SMILES: [Br:39][CH2:40][C:41](=[O:42])[O:43][C:44]([CH3:45])([CH3:46])[CH3:47].[C:33](=[O:34])([O-:35])[O-:36].[CH3:1][N:2]([CH:3]1[CH2:4][CH2:5][CH:6]([C:9](=[O:10])[NH:11][c:12]2[c:13]([C:22](=[O:23])[NH:24][c:25]3[n:26][cH:27][c:28]([Cl:31])[cH:29][cH:30]3)[o:14][c:15]3[c:16]2[cH:17][cH:18][c:19]([OH:21])[cH:20]3)[CH2:7][CH2:8]1)[CH3:32].[CH3:48][N:49]([CH3:50])[CH:51]=[O:52].[Cs+:37].[Cs+:38].[OH2:53]>>[CH3:1][N:2]([CH:3]1[CH2:4][CH2:5][CH:6]([C:9](=[O:10])[NH:11][c:12]2[c:13]([C:22](=[O:23])[NH:24][c:25]3[n:26][cH:27][c:28]([Cl:31])[cH:29][cH:30]3)[o:14][c:15]3[c:16]2[cH:17][cH:18][c:19]([O:21][CH2:40][C:41](=[O:42])[O:43][C:44]([CH3:45])([CH3:46])[CH3:47])[cH:20]3)[CH2:7][CH2:8]1)[CH3:32]. Product: CC(C)(C)[Si](OC(CBr)CCBr)(c1ccccc1)c1ccccc1. The reactants are OC(CBr)CCBr, CC(C)(C)[Si](Cl)(c1ccccc1)c1ccccc1, CN(C)C=O, O, c1c[nH]cn1. RXN SMILES: [Br:1][CH2:2][CH:3]([CH2:4][CH2:5][Br:6])[OH:7].[C:13]([CH3:14])([CH3:15])([CH3:16])[Si:17]([c:18]1[cH:19][cH:20][cH:21][cH:22][cH:23]1)([c:24]1[cH:25][cH:26][cH:27][cH:28][cH:29]1)[Cl:30].[CH3:32][N:33]([CH3:34])[CH:35]=[O:36].[OH2:31].[nH:8]1[cH:9][cH:10][n:11][cH:12]1>>[Br:1][CH2:2][CH:3]([CH2:4][CH2:5][Br:6])[O:7][Si:17]([C:13]([CH3:14])([CH3:15])[CH3:16])([c:18]1[cH:19][cH:20][cH:21][cH:22][cH:23]1)[c:24]1[cH:25][cH:26][cH:27][cH:28][cH:29]1. The reactants are COc1cc2nccc(Oc3ccc(N)c(C)c3)c2cc1OC, Cc1ccccc1C(=O)N=C=S, Cc1ccccc1, CCO. Yields the product COc1cc2nccc(Oc3ccc(NC(=S)NC(=O)c4ccccc4C)c(C)c3)c2cc1OC. RXN SMILES: [CH3:13][O:14][c:15]1[cH:16][c:17]2[c:18]([O:27][c:28]3[cH:29][c:30]([CH3:35])[c:31]([NH2:32])[cH:33][cH:34]3)[cH:19][cH:20][n:21][c:22]2[cH:23][c:24]1[O:25][CH3:26].[CH3:1][c:2]1[c:3]([C:8](=[O:9])[N:10]=[C:11]=[S:12])[cH:4][cH:5][cH:6][cH:7]1.[CH3:36][c:37]1[cH:38][cH:39][cH:40][cH:41][cH:42]1.[CH3:43][CH2:44][OH:45]>>[CH3:1][c:2]1[c:3]([C:8](=[O:9])[NH:10][C:11](=[S:12])[NH:32][c:31]2[c:30]([CH3:35])[cH:29][c:28]([O:27][c:18]3[c:17]4[cH:16][c:15]([O:14][CH3:13])[c:24]([O:25][CH3:26])[cH:23][c:22]4[n:21][cH:20][cH:19]3)[cH:34][cH:33]2)[cH:4][cH:5][cH:6][cH:7]1. Reactants: C(C)(=O)C(C(=O)OCC)CC(C)=O (ethyl 2-acetyl-4-oxopentanoate), BrC1=C(C(=CC(=C1)N)Br)O (2,6-dibromo-4-aminophenol). Run in CCO (EtOH). Product: BrC=1C=C(C=C(C1O)Br)N1C(=C(C=C1C)C(=O)OCC)C (ethyl 1-(3,5-dibromo-4-hydroxyphenyl)-2,5-dimethyl-1H-pyrrole-3-carboxylate). RXN SMILES: [C:1]([CH:4]([CH2:10][C:11](=O)[CH3:12])[C:5]([O:7][CH2:8][CH3:9])=[O:6])(=O)[CH3:2].[Br:14][C:15]1[CH:20]=[C:19]([NH2:21])[CH:18]=[C:17]([Br:22])[C:16]=1[OH:23]>CCO>[Br:14][C:15]1[CH:20]=[C:19]([N:21]2[C:11]([CH3:12])=[CH:10][C:4]([C:5]([O:7][CH2:8][CH3:9])=[O:6])=[C:1]2[CH3:2])[CH:18]=[C:17]([Br:22])[C:16]=1[OH:23]. Procedure: Utilizing the procedure outlined in Example 85, ethyl 2-acetyl-4-oxopentanoate (6.37 g, 34.2 mmol) was dissolved in 20 mL of EtOH. 2,6-dibromo-4-aminophenol (11.6g, 34.2mmol) were reacted to afford ethyl 1-(3,5-dibromo-4-hydroxyphenyl)-2,5-dimethyl-1H-pyrrole-3-carboxylate was taken on without further purification. MS (ESI) 418 (M+H)+. Starting materials: BrC1=CC=C2C(=NNC2=C1)C1CC1 (6-bromo-3-cyclopropyl-1H-indazole), NC1=C(N=NC2=C(C(=CC=C12)C)Br)C(=O)N (4-amino-8-bromo-7-methylcinnoline-3-carboxamide). Yields the product NC1=C(N=NC2=C(C(=CC=C12)C)C1=CC=C2C(=NNC2=C1)C1CC1)C(=O)N (4-amino-8-(3-cyclopropyl-1H-indazol-6-yl)-7-methylcinnoline-3-carboxamide). Reaction SMILES: Br[C:2]1[CH:10]=[C:9]2[C:5]([C:6]([CH:11]3[CH2:13][CH2:12]3)=[N:7][NH:8]2)=[CH:4][CH:3]=1.[NH2:14][C:15]1[C:24]2[C:19](=[C:20](Br)[C:21]([CH3:25])=[CH:22][CH:23]=2)[N:18]=[N:17][C:16]=1[C:27]([NH2:29])=[O:28]>>[NH2:14][C:15]1[C:24]2[C:19](=[C:20]([C:2]3[CH:10]=[C:9]4[C:5]([C:6]([CH:11]5[CH2:13][CH2:12]5)=[N:7][NH:8]4)=[CH:4][CH:3]=3)[C:21]([CH3:25])=[CH:22][CH:23]=2)[N:18]=[N:17][C:16]=1[C:27]([NH2:29])=[O:28]. Procedure: The title compound was prepared in a manner similar to EXAMPLE 96 using 6-bromo-3-cyclopropyl-1H-indazole and 4-amino-8-bromo-7-methylcinnoline-3-carboxamide. 1H NMR (500 MHz, CD3OD) δ ppm 1.09 (d, J=7.32 Hz, 4H), 2.31 (s, 3 H), 2.31-2.41 (m, 1H), 7.03 (d, J=8.30 Hz, 1 H), 7.37 (s, 1 H), 7.71 (d, J=8.79 Hz, 1 H), 7.90 (d, J=7.81 Hz, 1 H), 8.22 (d, J=8.79 Hz, 1 H); ESI-MS m/z [M+H]+ 359.3. RXN SMILES: [BH4-:11].[CH3:13][CH2:14][OH:15].[CH:1]([c:2]1[cH:3][cH:4][c:5]([CH:6]=[O:7])[cH:8][cH:9]1)=[O:10].[Na+:12]>>[CH2:1]([c:2]1[cH:3][cH:4][c:5]([CH:6]=[O:7])[cH:8][cH:9]1)[OH:10]. Yields the product O=Cc1ccc(CO)cc1. Reactants: [BH4-], CCO, O=Cc1ccc(C=O)cc1, [Na+]. Reactants: C(C)C(C(=O)O)CCCC (2-ethylhexanoic acid), mineral spirits, [OH-].[Na+] (sodium hydroxide), [Co] (cobalt), [Co] (cobalt). The reagents and catalysts are [Pt] (platinum). The product is CCCCC(CC)C(=O)[O-].CCCCC(CC)C(=O)[O-].[Co+2] (cobalt octoate). RXN SMILES: [CH2:1]([CH:3]([CH2:7][CH2:8][CH2:9][CH3:10])[C:4]([OH:6])=[O:5])[CH3:2].[OH-].[Na+].[Co:13]>[Pt]>[CH3:10][CH2:9][CH2:8][CH2:7][CH:3]([C:4]([O-:6])=[O:5])[CH2:1][CH3:2].[CH3:10][CH2:9][CH2:8][CH2:7][CH:3]([C:4]([O-:6])=[O:5])[CH2:1][CH3:2].[Co+2:13] |f:1.2,5.6.7|. Procedure details: The electrochemical reaction was carried out in a reaction cell containing 20.0 g (0.138 mole) of 2-ethylhexanoic acid, 10.0 g mineral spirits and 40.0 g of 0.1N sodium hydroxide. A cobalt rod was used as the anode and platinum foil as the cathode. The connections were made and direct current was passed through the cell. After passing 14,645 coulombs of electricity, the electrosynthesis process was terminated and the weight of the cobalt consumed in the reaction was determined. 3.68 g (0.062 mol...